From a dataset of the Open Reaction Database (ORD), a public repository of structured organic reaction records. describe an organic reaction: reactants, conditions, products, and yield Run in CCCCCC (hexane), CCOCC (ether), CCOCC (ether). The product is C[Si](C#CCOC1OCCCC1)(C)C (1-trimethylsilyl-3-tetrahydropyranyloxy-1-propyne). Run at temperature -50 celsius, time 45 minute. As a reaction SMILES: [O:1]1[CH2:6][CH2:5][CH2:4][CH2:3][CH:2]1[O:7][CH2:8][C:9]#[CH:10].C([Li])CCC.[CH3:16][Si:17](Cl)([CH3:19])[CH3:18].O>CCOCC.CCCCCC>[CH3:16][Si:17]([CH3:19])([CH3:18])[C:10]#[C:9][CH2:8][O:7][CH:2]1[CH2:3][CH2:4][CH2:5][CH2:6][O:1]1. Reactants: C(CCC)[Li] (n-butyl lithium), C[Si](C)(C)Cl (trimethylsilyl chloride), O (water), O1C(CCCC1)OCC#C (3-tetrahydropyranyloxy-1-propyne). Procedure: To 24.4 parts of 3-tetrahydropyranyloxy-1-propyne dissolved in 300 parts by volume of anhydrous ether and cooled to -50° C is added 74 parts by volume of 2.4 molar n-butyl lithium in hexane. The mixture is stirred for 45 minutes and allowed to warm to 30° C and then 19.3 parts of trimethylsilyl chloride in 50 parts by volume of dry ether is added and the mixture allowed to stand for about 12 hours. The mixture is cooled to 5° C and water is added. The ethereal layer is washed with water, saturat... The reactants are C(=O)([O-])[O-].[Na+].[Na+] (Na2CO3), C[C@H](CO)[C@@H](CCC)O ((2R,3R)-2-methylhexan-1,3-diol), COC(C)(C)OC (2,2-dimethoxypropane), C1(=CC=C(C=C1)S(=O)(=O)O)C (p-toluenesulfonic acid), P(=O)([O-])([O-])[O-] (phosphate). Solvent: C1CCOC1 (THF). Run at time 67 hour. Yields the product CC1(OC[C@H]([C@H](O1)CCC)C)C ((4R,5R)-2,2,5-trimethyl-4-propyl-1,3-dioxane). Isolated yield 82.5%. As a reaction SMILES: [CH3:1][C@@H:2]([C@H:5]([OH:9])[CH2:6][CH2:7][CH3:8])[CH2:3][OH:4].CO[C:12](OC)([CH3:14])[CH3:13].C1(C)C=CC(S(O)(=O)=O)=CC=1.C([O-])([O-])=O.[Na+].[Na+].P([O-])([O-])([O-])=O>C1COCC1>[CH3:13][C:12]1([CH3:14])[O:9][C@H:5]([CH2:6][CH2:7][CH3:8])[C@H:2]([CH3:1])[CH2:3][O:4]1 |f:3.4.5|. Procedure details: Alcohol 24 (100.0 mg, 0.4057 mmol) was dissolved in 2.0 ml of Et2O and treated with 676 mg of tetrabutylammonium fluoride on silica (1.2 mmol/g, 0.8112 mmol, 2.0 eq) and stirred at 25° C. for 3h at which time alumina (acidic, ca. 1 g) was added. The slurry was filtered through a pad of Celite, concentrated and chromatographed (25 g SiO2, 60% CH2Cl2 /40% EtOac) to yield 27.9 mg of diol 26 (52%) which was protected for characterization. Diol 26 (27.9 mg, 0.211 mmol) was dissolved in 5.0 ml of THF,... Reactants: ClCCCl, ClCCl, CCCCC(=O)c1cc(C)cc(C(=O)O)c1, CN1CCOCC1, O=C(O)C(F)(F)F, COc1cccc(CNCC(O)C(N)Cc2cc(F)cc(F)c2)c1, On1nnc2ccccc21. The product is CCCCC(=O)c1cc(C)cc(C(=O)NC(Cc2cc(F)cc(F)c2)C(O)CNCc2cccc(OC)c2)c1. RXN SMILES: [CH2:65]([Cl:66])[CH2:67][Cl:68].[CH2:69]([Cl:70])[Cl:71].[CH3:1][c:2]1[cH:3][c:4]([C:5](=[O:6])[OH:7])[cH:8][c:9]([C:11]([CH2:12][CH2:13][CH2:14][CH3:15])=[O:16])[cH:10]1.[CH3:58][N:59]1[CH2:60][CH2:61][O:62][CH2:63][CH2:64]1.[F:17][C:18]([F:19])([F:20])[C:21]([OH:22])=[O:23].[NH2:24][CH:25]([CH:26]([CH2:27][NH:28][CH2:29][c:30]1[cH:31][c:32]([O:36][CH3:37])[cH:33][cH:34][cH:35]1)[OH:38])[CH2:39][c:40]1[cH:41][c:42]([F:47])[cH:43][c:44]([F:46])[cH:45]1.[OH:48][n:49]1[c:50]2[c:51]([cH:52][cH:53][cH:54][cH:55]2)[n:56][n:57]1>>[CH3:1][c:2]1[cH:3][c:4]([C:5](=[O:7])[NH:24][CH:25]([CH:26]([CH2:27][NH:28][CH2:29][c:30]2[cH:31][c:32]([O:36][CH3:37])[cH:33][cH:34][cH:35]2)[OH:38])[CH2:39][c:40]2[cH:41][c:42]([F:47])[cH:43][c:44]([F:46])[cH:45]2)[cH:8][c:9]([C:11]([CH2:12][CH2:13][CH2:14][CH3:15])=[O:16])[cH:10]1. Starting materials: P12(=S)SP3(=S)SP(=S)(S1)SP(=S)(S2)S3 (phosphorus pentasulfide), COC=1C=C(C=CC1OC)C1=CC(N(C(N1)=O)C)=O (6-(3,4-dimethoxyphenyl)-3-methyl-2,4(1H,3H)-pyrimidinedione), C(C)O (ethanol). Solvent: O1CCOCC1 (dioxane). Product: COC=1C=C(C=CC1OC)C1=CC(N(C(N1)=O)C)=S (3,4-dihydro-6-(3,4-dimethoxyphenyl)-3-methyl-4-thioxo-2(1H)-pyrimidinone). Isolated yield 106.9%. As a reaction SMILES: [CH3:1][O:2][C:3]1[CH:4]=[C:5]([C:11]2[NH:16][C:15](=[O:17])[N:14]([CH3:18])[C:13](=O)[CH:12]=2)[CH:6]=[CH:7][C:8]=1[O:9][CH3:10].P12(SP3(SP(SP(S3)(S1)=S)(=S)S2)=S)=[S:21].C(O)C>O1CCOCC1>[CH3:1][O:2][C:3]1[CH:4]=[C:5]([C:11]2[NH:16][C:15](=[O:17])[N:14]([CH3:18])[C:13](=[S:21])[CH:12]=2)[CH:6]=[CH:7][C:8]=1[O:9][CH3:10]. Procedure: To a suspension of 6-(3,4-dimethoxyphenyl)-3-methyl-2,4(1H,3H)-pyrimidinedione (1.5 g) in dioxane (15 ml) was added phosphorus pentasulfide (1.27 g) and the mixture was refluxed for 2 hours. After being cooled, ethanol (15 ml) was added thereto, and the mixture was refluxed for 2 hours again. After being cooled, the resulting precipitates were collected by filtration and washed successively with ethanol and diisopropyl ether to give 3,4-dihydro-6-(3,4-dimethoxyphenyl)-3-methyl-4-thioxo-2(1H)-pyr... The reactants are ClC1=C(C=C(C=C1)[N+](=O)[O-])C (4-chloro-3-methylnitrobenzene), O1CCN(CC1)C1CCNCC1 (4-morpholinopiperidine). Product: CC=1C=C(N)C=CC1N1CCC(CC1)N1CCOCC1 (3-Methyl-4-(4-morpholinopiperidin-1-yl)aniline). As a reaction SMILES: Cl[C:2]1[CH:7]=[CH:6][C:5]([N+:8]([O-])=O)=[CH:4][C:3]=1[CH3:11].[O:12]1[CH2:17][CH2:16][N:15]([CH:18]2[CH2:23][CH2:22][NH:21][CH2:20][CH2:19]2)[CH2:14][CH2:13]1>>[CH3:11][C:3]1[CH:4]=[C:5]([CH:6]=[CH:7][C:2]=1[N:21]1[CH2:22][CH2:23][CH:18]([N:15]2[CH2:16][CH2:17][O:12][CH2:13][CH2:14]2)[CH2:19][CH2:20]1)[NH2:8]. Procedure: By the reaction and treatment in the same manner as in Starting Material Synthesis Example 40 using 4-chloro-3-methylnitrobenzene and 4-morpholinopiperidine, the title compound was obtained, melting point: 199–200° C. The reactants are Cc1ccc2c(N3CCN(C(=O)OC(C)(C)C)CC3)cccc2n1, CC(C)O, Cl. Yields the product Cc1ccc2c(N3CCNCC3)cccc2n1. RXN SMILES: [CH3:1][c:2]1[n:3][c:4]2[cH:5][cH:6][cH:7][c:8]([N:12]3[CH2:13][CH2:14][N:15]([C:18]([O:19][C:20]([CH3:21])([CH3:22])[CH3:23])=[O:24])[CH2:16][CH2:17]3)[c:9]2[cH:10][cH:11]1.[CH3:26][CH:27]([OH:28])[CH3:29].[ClH:25]>>[CH3:1][c:2]1[n:3][c:4]2[cH:5][cH:6][cH:7][c:8]([N:12]3[CH2:13][CH2:14][NH:15][CH2:16][CH2:17]3)[c:9]2[cH:10][cH:11]1. The reactants are OC=1C=C2CCCC(C2=CC1)=O (6-hydroxy-1-tetralone), C([O-])([O-])=O.[K+].[K+] (potassium carbonate), BrCCCC (1-bromobutane). Run in CC(=O)C (acetone). The product is C(CCC)OC=1C=C2CCCC(C2=CC1)=O (6-n-butoxy-1-tetralone). Reaction SMILES: [OH:1][C:2]1[CH:3]=[C:4]2[C:9](=[CH:10][CH:11]=1)[C:8](=[O:12])[CH2:7][CH2:6][CH2:5]2.C(=O)([O-])[O-].[K+].[K+].Br[CH2:20][CH2:21][CH2:22][CH3:23]>CC(C)=O>[CH2:20]([O:1][C:2]1[CH:3]=[C:4]2[C:9](=[CH:10][CH:11]=1)[C:8](=[O:12])[CH2:7][CH2:6][CH2:5]2)[CH2:21][CH2:22][CH3:23] |f:1.2.3|. Reported procedure: A solution of 2.50 g of 6-hydroxy-1-tetralone in 20 ml of acetone, 2.54 g of potassium carbonate and 2 ml of 1-bromobutane were heated under reflux for four days. After evaporation the residue was diluted carefully in 20 ml of 1N hydrochloric acid and extracted three times with ethyl acetate. Then the extracts were washed with aqueous saturated solutions of sodium hydrogen carbonate and sodium chloride and dried over sodium sulfate. After evaporation the resulting residue was purified by chromat...